Dataset: the Open Reaction Database (ORD), a public repository of structured organic reaction records. Task: describe an organic reaction: reactants, conditions, products, and yield Reactants: CC=1OC(=CC(C1)=O)C (2,6-Dimethyl-4H-pyran-4-one), [H][H] (hydrogen). Run in C(C)O (ethanol). Product: CC1OC(CC(C1)O)C (2,6-dimethyl-4-hydroxy-2,3,5,6-tetrahydro-4H-pyran). The yield is 70.8%. Reaction SMILES: [CH3:1][C:2]1[O:3][C:4]([CH3:9])=[CH:5][C:6](=[O:8])[CH:7]=1.[H][H]>C(O)C>[CH3:1][CH:2]1[CH2:7][CH:6]([OH:8])[CH2:5][CH:4]([CH3:9])[O:3]1. Reported procedure: 2,6-Dimethyl-4H-pyran-4-one (5.0 g) in ethanol (40 ml) was hydrogenated under 10% Pd-C (0.5 g) at 10 bar of hydrogen for 2 days. The solution was then evaporated to an oil which was purified by silica-gel MPLC [using a 1:1 mixture of ethyl acetate and hexane as eluant] to give the title product (3.71 g, 74%). The solvent is CO (methanol). Reported procedure: (1-{2-[4-(2-hydroxy-2-methylpropyl)piperazin-1-yl]-1-[3-(trifluoromethoxy)phenyl]ethyl}cyclohexanol (30 mg) was dissolved in methanol (0.5 mL) and treated with a saturated methanolic solution of hydrochloric acid (0.5 mL) followed by diethyl ether. After crystallizing in the refrigerator for 16 h, the resulting solid was collected, washed with diethyl ether and dried in vacuo to yield 16 mg (54%) (1-{2-[4-(2-hydroxy-2-methylpropyl)piperazin-1-yl]-1-[3-(trifluoromethoxy)phenyl]ethyl}cyclohexanol ... Yields the product Cl.Cl.OC(CN1CCN(CC1)CC(C1=CC(=CC=C1)OC(F)(F)F)C1(CCCCC1)O)(C)C (1-{2-[4-(2-hydroxy-2-methylpropyl)piperazin-1-yl]-1-[3-(trifluoromethoxy)phenyl]ethyl}cyclohexanol dihydrochloride). The reactants are Cl (hydrochloric acid), OC(CN1CCN(CC1)CC(C1=CC(=CC=C1)OC(F)(F)F)C1(CCCCC1)O)(C)C (1-{2-[4-(2-hydroxy-2-methylpropyl)piperazin-1-yl]-1-[3-(trifluoromethoxy)phenyl]ethyl}cyclohexanol), C(C)OCC (diethyl ether). As a reaction SMILES: [OH:1][C:2]([CH3:31])([CH3:30])[CH2:3][N:4]1[CH2:9][CH2:8][N:7]([CH2:10][CH:11]([C:23]2([OH:29])[CH2:28][CH2:27][CH2:26][CH2:25][CH2:24]2)[C:12]2[CH:17]=[CH:16][CH:15]=[C:14]([O:18][C:19]([F:22])([F:21])[F:20])[CH:13]=2)[CH2:6][CH2:5]1.[ClH:32].C(OCC)C>CO>[ClH:32].[ClH:32].[OH:1][C:2]([CH3:31])([CH3:30])[CH2:3][N:4]1[CH2:9][CH2:8][N:7]([CH2:10][CH:11]([C:23]2([OH:29])[CH2:28][CH2:27][CH2:26][CH2:25][CH2:24]2)[C:12]2[CH:17]=[CH:16][CH:15]=[C:14]([O:18][C:19]([F:22])([F:21])[F:20])[CH:13]=2)[CH2:6][CH2:5]1 |f:4.5.6|. The reactants are C1(=CC=CC=C1)S(=O)C1=CC(=C(C=C1)Cl)[N+](=O)[O-] (phenyl-(4-chloro-3-nitrophenyl) sulfoxide), C1(=CC=CC=C1)S(=O)C1=C(C=CC(=C1)[N+](=O)[O-])Cl (phenyl-(2-chloro-5-nitrophenyl) sulfoxide). Conditions: time 20 hour. The product is C1(=CC=CC=C1)S(=O)C1=C(C=CC(=C1)[N+](=O)[O-])N (Phenyl-(2-amino-5-nitrophenyl) sulfoxide). As a reaction SMILES: [C:1]1([S:7]([C:9]2[CH:14]=[CH:13][C:12](Cl)=[C:11]([N+:16]([O-:18])=[O:17])[CH:10]=2)=[O:8])[CH:6]=[CH:5][CH:4]=[CH:3][CH:2]=1.C1(S(C2C=C([N+:33]([O-])=O)C=CC=2Cl)=O)C=CC=CC=1>>[C:1]1([S:7]([C:9]2[CH:10]=[C:11]([N+:16]([O-:18])=[O:17])[CH:12]=[CH:13][C:14]=2[NH2:33])=[O:8])[CH:6]=[CH:5][CH:4]=[CH:3][CH:2]=1. Procedure details: The procedure described in Example 20 is followed, except that as a starting material instead of phenyl-(4-chloro-3-nitrophenyl) sulfoxide a corresponding amount of phenyl-(2-chloro-5-nitrophenyl) sulfoxide is employed, and the reaction is carried out at 140° C. for 20 hours. Reactants: N1=CC=CC=C1 (Pyridine), S(=O)(Cl)Cl (thionyl chloride), ClC=1C=C2C(C(NC2=CC1)=O)(O)C1=C(C=C(C=C1)OC)OC (5-chloro-3-(2,4-dimethoxyphenyl)-3-hydroxy-1,3-dihydroindol-2-one), N1=CC=C(C=C1)N1CCNCC1 (1-Pyridin-4-yl-piperazine), ClC1C(NC2=CC=CC=C12)=O (3-chloro-oxindole). Run in O (water), ClCCl (dichloromethane), CN(C=O)C (dimethylformamide). Run at temperature 0 celsius, time 1 hour. The product is ClC=1C=C2C(C(NC2=CC1)=O)(N1CCN(CC1)C1=CC=NC=C1)C1=C(C=C(C=C1)OC)OC (5-Chloro-3-(2,4-dimethoxyphenyl)-3-(4-pyridin-4-ylpiperazin-1-yl)-1,3-dihydro-indol-2-one). Yield: 22.9%. RXN SMILES: N1C=CC=CC=1.S(Cl)(Cl)=O.[Cl:11][C:12]1[CH:13]=[C:14]2[C:18](=[CH:19][CH:20]=1)[NH:17][C:16](=[O:21])[C:15]2([C:23]1[CH:28]=[CH:27][C:26]([O:29][CH3:30])=[CH:25][C:24]=1[O:31][CH3:32])O.[N:33]1[CH:38]=[CH:37][C:36]([N:39]2[CH2:44][CH2:43][NH:42][CH2:41][CH2:40]2)=[CH:35][CH:34]=1.ClC1C2C(=CC=CC=2)NC1=O>ClCCl.CN(C)C=O.O>[Cl:11][C:12]1[CH:13]=[C:14]2[C:18](=[CH:19][CH:20]=1)[NH:17][C:16](=[O:21])[C:15]2([C:23]1[CH:28]=[CH:27][C:26]([O:29][CH3:30])=[CH:25][C:24]=1[O:31][CH3:32])[N:42]1[CH2:43][CH2:44][N:39]([C:36]2[CH:37]=[CH:38][N:33]=[CH:34][CH:35]=2)[CH2:40][CH2:41]1. Procedure: Pyridine (1.51 mL, 18.76 mmol) and thionyl chloride (1.03 mL, 14.07 mmol) were added to a solution of 5-chloro-3-(2,4-dimethoxyphenyl)-3-hydroxy-1,3-dihydroindol-2-one (prepared as described in WO 2005/030755, 3.00 g, 9.38 mmol) in dichloromethane (70 mL) while cooling in ice. The reaction mixture was then stirred at 0° C. for 1 hour. While stirring, water was added to the reaction mixture, and it was then extracted with dichloromethane. The organic phase was washed with water and saturated brin...